From a dataset of the Open Reaction Database (ORD), a public repository of structured organic reaction records. describe an organic reaction: reactants, conditions, products, and yield Starting materials: CC1(C)C=C(c2ccccn2)c2ccccc2O1, CCO, [H][H]. The product is CC1(C)CC(c2ccccn2)c2ccccc2O1. Reaction SMILES: [CH3:1][C:2]1([CH3:18])[O:3][c:4]2[c:5]([cH:14][cH:15][cH:16][cH:17]2)[C:6]([c:8]2[n:9][cH:10][cH:11][cH:12][cH:13]2)=[CH:7]1.[CH3:21][CH2:22][OH:23].[H:19][H:20]>>[CH3:1][C:2]1([CH3:18])[O:3][c:4]2[c:5]([cH:14][cH:15][cH:16][cH:17]2)[CH:6]([c:8]2[n:9][cH:10][cH:11][cH:12][cH:13]2)[CH2:7]1.